Dataset: the Open Reaction Database (ORD), a public repository of structured organic reaction records. Task: describe an organic reaction: reactants, conditions, products, and yield The reactants are CC(C)([O-])C.[K+] (potassium t-butoxide), [Br-].C(C)OC(=O)C1=CC=C(C=C1)C[P+](C1=CC=CC=C1)(C1=CC=CC=C1)C1=CC=CC=C1 ([[4-(ethoxycarbonyl)phenyl]methyl]triphenylphosphonium bromide), N1(C=NC=C1)CC(COCC1=CC=C(C=C1)OC)=O (1-(1H-imidazol-1-yl)-3-[(4-methoxyphenyl)methoxy]-2-propanone). Run in O1CCCC1 (tetrahydrofuran), O1CCCC1 (tetrahydrofuran). Run at time 90 minute. The product is N1(C=NC=C1)C\C(=C/C1=CC=C(C(=O)OCC)C=C1)\COCC1=CC=C(C=C1)OC (ethyl 4-[3-(1H-imidazol-1-yl)-2-[[(4-methoxyphenyl)methoxy]methyl]-1E-propenyl]benzoate). As a reaction SMILES: [Br-].[CH2:2]([O:4][C:5]([C:7]1[CH:12]=[CH:11][C:10]([CH2:13][P+](C2C=CC=CC=2)(C2C=CC=CC=2)C2C=CC=CC=2)=[CH:9][CH:8]=1)=[O:6])[CH3:3].CC(C)([O-])C.[K+].[N:39]1([CH2:44][C:45](=O)[CH2:46][O:47][CH2:48][C:49]2[CH:54]=[CH:53][C:52]([O:55][CH3:56])=[CH:51][CH:50]=2)[CH:43]=[CH:42][N:41]=[CH:40]1>O1CCCC1>[N:39]1([CH2:44]/[C:45](/[CH2:46][O:47][CH2:48][C:49]2[CH:50]=[CH:51][C:52]([O:55][CH3:56])=[CH:53][CH:54]=2)=[CH:13]\[C:10]2[CH:9]=[CH:8][C:7]([C:5]([O:4][CH2:2][CH3:3])=[O:6])=[CH:12][CH:11]=2)[CH:43]=[CH:42][N:41]=[CH:40]1 |f:0.1,2.3|. Procedure: A stirred suspension containing [[4-(ethoxycarbonyl)phenyl]methyl]triphenylphosphonium bromide (11.8 g, 0.0234 mol) in dry tetrahydrofuran (25 ml) at 0° C. under a nitrogen atmosphere was treated with potassium t-butoxide (2.58 g, 0.023 mol). The mixture was allowed to warm up to room temperature and stirred for an additional 90 minutes. The resulting orange mixture was treated with a solution of 1-(1H-imidazol-1-yl)-3-[(4-methoxyphenyl)methoxy]-2-propanone (7.1 g, 0.0273 mol) in dry tetrahydrof... Reactants: NC1=C(C(=O)NC2=CSC=C2OCC)C=CC=C1 (o-amino-N-(4-ethoxy-3-thienyl)-benzamide), polyphosphoric acid. Solvent: O (water). The product is C=1SC=C2NC3=C(C(NC21)=O)C=CC=C3 (4H-thieno[3,4-b][1,4]benzodiazepin-9(10H)-one). Reaction SMILES: [NH2:1][C:2]1[CH:18]=[CH:17][CH:16]=[CH:15][C:3]=1[C:4]([NH:6][C:7]1[C:11](OCC)=[CH:10][S:9][CH:8]=1)=[O:5]>O>[CH:8]1[S:9][CH:10]=[C:11]2[C:7]=1[NH:6][C:4](=[O:5])[C:3]1[CH:15]=[CH:16][CH:17]=[CH:18][C:2]=1[NH:1]2. Procedure: A 7.2 g. portion of the above benzamide in 100 g. of polyphosphoric acid is heated at 115°-125° C. for 2 hours, cooled, poured into ice and water and extracted with chloroform. The extract is washed with water, dried over magnesium sulfate, filtered and evaporated, giving 4H-thieno[3,4-b][1,4]benzodiazepin-9(10H)-one as a yellow solid. The reactants are BrC1=C(C=CC=C1)C=1OC(=C(N1)C(=O)O)CCC (2-(2-bromo-phenyl)-5-propyl-oxazole-4-carboxylic acid), COCCN(C1=NC=C(C=C1)N)C (N2-(2-methoxy-ethyl)-N2-methyl-pyridine-2,5-diamine). Yields the product COCCN(C1=CC=C(C=N1)NC(=O)C=1N=C(OC1CCC)C1=C(C=CC=C1)Br)C (2-(2-bromo-phenyl)-5-propyl-oxazole-4-carboxylic acid {6-[(2-methoxy-ethyl)-methyl-amino]-pyridin-3-yl}-amide). RXN SMILES: [Br:1][C:2]1[CH:7]=[CH:6][CH:5]=[CH:4][C:3]=1[C:8]1[O:9][C:10]([CH2:16][CH2:17][CH3:18])=[C:11]([C:13]([OH:15])=O)[N:12]=1.[CH3:19][O:20][CH2:21][CH2:22][N:23]([CH3:31])[C:24]1[CH:29]=[CH:28][C:27]([NH2:30])=[CH:26][N:25]=1>>[CH3:19][O:20][CH2:21][CH2:22][N:23]([CH3:31])[C:24]1[N:25]=[CH:26][C:27]([NH:30][C:13]([C:11]2[N:12]=[C:8]([C:3]3[CH:4]=[CH:5][CH:6]=[CH:7][C:2]=3[Br:1])[O:9][C:10]=2[CH2:16][CH2:17][CH3:18])=[O:15])=[CH:28][CH:29]=1. Reported procedure: With a procedure similar to example 16 above, 2-(2-bromo-phenyl)-5-propyl-oxazole-4-carboxylic acid {6-[(2-methoxy-ethyl)-methyl-amino]-pyridin-3-yl}-amide was prepared from 2-(2-bromo-phenyl)-5-propyl-oxazole-4-carboxylic acid and N2-(2-methoxy-ethyl)-N2-methyl-pyridine-2,5-diamine. LCMS calcd for C22H25BrN4O3 (m/e) 473, obsd 474 (M+H). The reactants are CC1C(NC(=O)OCc2ccccc2)C(=O)N1S(=O)(=O)O, CCCC[N+](CCCC)(CCCC)CCCC, CCO. Yields the product CC1C(N)C(=O)N1S(=O)(=O)O. Reaction SMILES: [CH2:18]([O:19][C:20](=[O:21])[NH:28][CH:29]1[C:30](=[O:38])[N:31]([S:34](=[O:35])(=[O:36])[OH:37])[CH:32]1[CH3:33])[c:22]1[cH:23][cH:24][cH:25][cH:26][cH:27]1.[CH2:1]([N+:2]([CH2:3][CH2:4][CH2:5][CH3:6])([CH2:7][CH2:8][CH2:9][CH3:10])[CH2:11][CH2:12][CH2:13][CH3:14])[CH2:15][CH2:16][CH3:17].[CH3:39][CH2:40][OH:41]>>[NH2:28][CH:29]1[C:30](=[O:38])[N:31]([S:34](=[O:35])(=[O:36])[OH:37])[CH:32]1[CH3:33]. Reactants: CN1CCCC1=O, COc1cc2ncnc(Cl)c2cc1OC, Cl, Cc1c(O)cc2c(c1C)NCC2. Product: Cl, COc1cc2ncnc(N3CCc4cc(O)c(C)c(C)c43)c2cc1OC. RXN SMILES: [CH3:29][N:30]1[CH2:31][CH2:32][CH2:33][C:34]1=[O:35].[Cl:14][c:15]1[n:16][cH:17][n:18][c:19]2[cH:20][c:21]([O:27][CH3:28])[c:22]([O:25][CH3:26])[cH:23][c:24]12.[ClH:1].[OH:2][c:3]1[cH:4][c:5]2[c:9]([c:10]([CH3:13])[c:11]1[CH3:12])[NH:8][CH2:7][CH2:6]2>>[ClH:14].[OH:2][c:3]1[cH:4][c:5]2[c:9]([c:10]([CH3:13])[c:11]1[CH3:12])[N:8]([c:15]1[n:16][cH:17][n:18][c:19]3[cH:20][c:21]([O:27][CH3:28])[c:22]([O:25][CH3:26])[cH:23][c:24]13)[CH2:7][CH2:6]2. Starting materials: 25, COC1(CC=C(C=C1)C1=CC=CC=C1)C(=O)O (4-methoxybiphenyl-4-carboxylic acid), C(C)(=O)O (acetic acid), Br(=O)(=O)O (bromic acid). The solvent is O (water). Product: OC1=CC=C(C=C1)C=1C(=CC=CC1)C(=O)O (4'-hydroxybiphenylcarboxylic acid). RXN SMILES: C[O:2][C:3]1(C(O)=O)[CH:8]=[CH:7][C:6]([C:9]2[CH:14]=[CH:13][CH:12]=[CH:11][CH:10]=2)=[CH:5][CH2:4]1.[C:18]([OH:21])(=[O:20])C.Br(O)(=O)=O>O>[OH:2][C:3]1[CH:4]=[CH:5][C:6]([C:9]2[C:10]([C:18]([OH:21])=[O:20])=[CH:11][CH:12]=[CH:13][CH:14]=2)=[CH:7][CH:8]=1. Reported procedure: A mixture of 25 of 4-methoxybiphenyl-4-carboxylic acid, 1 1 of acetic acid and 200 ml of 48% bromic acid was refluxed for 12-14 hours and then throwninto 2.5 l of water. After cooling, the resultant crystal was collected to obtain 4'-hydroxybiphenylcarboxylic acid.